This data is from the Open Reaction Database (ORD), a public repository of structured organic reaction records. The task is: describe an organic reaction: reactants, conditions, products, and yield Starting materials: C(C1=CC=CC=C1)OC(=O)N[C@@H]1C(N(CC1)[C@@H]1[C@@H](CN(CC1)C(=O)OC(C)(C)C)C(=O)OC)=O ((3R,4S)-1-tert-Butyl 3-methyl 4-((3S)-3-(benzyloxycarbonylamino)-2-oxopyrrolidin-1-yl)piperidine-1,3-dicarboxylate), C(=O)(C(F)(F)F)O (TFA). Run in C(Cl)Cl (methylene chloride), C(C)(=O)OCC (ethyl acetate), C(Cl)Cl (methylene chloride). Reaction conditions: time 3 hour. Yields the product C(C1=CC=CC=C1)OC(=O)N[C@@H]1C(N(CC1)[C@@H]1[C@@H](CNCC1)C(=O)OC)=O ((3R,4S)-methyl 4-((3S)-3-(benzyloxycarbonylamino)-2-oxopyrrolidin-1-yl)piperidine-3-carboxylate). Isolated yield 73.1%. Reaction SMILES: [CH2:1]([O:8][C:9]([NH:11][C@H:12]1[CH2:16][CH2:15][N:14]([C@H:17]2[CH2:22][CH2:21][N:20](C(OC(C)(C)C)=O)[CH2:19][C@H:18]2[C:30]([O:32][CH3:33])=[O:31])[C:13]1=[O:34])=[O:10])[C:2]1[CH:7]=[CH:6][CH:5]=[CH:4][CH:3]=1.C(O)(C(F)(F)F)=O>C(Cl)Cl.C(OCC)(=O)C>[CH2:1]([O:8][C:9]([NH:11][C@H:12]1[CH2:16][CH2:15][N:14]([C@H:17]2[CH2:22][CH2:21][NH:20][CH2:19][C@H:18]2[C:30]([O:32][CH3:33])=[O:31])[C:13]1=[O:34])=[O:10])[C:2]1[CH:7]=[CH:6][CH:5]=[CH:4][CH:3]=1. Procedure details: (3R,4S)-1-tert-Butyl 3-methyl 4-((3S)-3-(benzyloxycarbonylamino)-2-oxopyrrolidin-1-yl)piperidine-1,3-dicarboxylate (7.45 g) was dissolved in methylene chloride (20 mL) at room temperature under nitrogen, then TFA (10 mL) was added. After 3 hours, stripped the reaction 3 times from methylene chloride (25 mL). Obtained an oil which was dissolved in ethyl acetate (25 mL) and rinsed 4 times with 1.000 N NaOH (25 mL). The ethyl acetate layer was dried over sodium sulfate and stripped to give (3R,4S)-...